This data is from the Open Reaction Database (ORD), a public repository of structured organic reaction records. The task is: describe an organic reaction: reactants, conditions, products, and yield Reactants: CC(C)(C)OC(=O)N1CC(c2c[nH]c3ccccc23)C(c2cn3c4c(cccc24)CCC3)C1, CCN(C(C)C)C(C)C, O=C(Cl)C1CCC1, ClCCl, Cl, C1COCCO1. The product is O=C(C1CCC1)N1CC(c2c[nH]c3ccccc23)C(c2cn3c4c(cccc24)CCC3)C1. Reaction SMILES: [C:1]([CH3:3])([CH3:4])([O:5][C:6](=[O:2])[N:8]1[CH2:9][CH:10]([c:22]2[cH:23][n:24]3[c:33]4[c:28]([cH:29][cH:30][cH:31][c:32]24)[CH2:27][CH2:26][CH2:25]3)[CH:11]([c:13]2[cH:14][nH:15][c:16]3[cH:17][cH:18][cH:19][cH:20][c:21]23)[CH2:12]1)[CH3:7].[CH:41]([N:42]([CH2:43][CH3:44])[CH:45]([CH3:46])[CH3:47])([CH3:48])[CH3:49].[CH:50]1([C:54]([Cl:55])=[O:56])[CH2:51][CH2:52][CH2:53]1.[Cl:57][CH2:58][Cl:59].[ClH:34].[O:35]1[CH2:36][CH2:37][O:38][CH2:39][CH2:40]1>>[O:5]=[C:6]([N:8]1[CH2:9][CH:10]([c:22]2[cH:23][n:24]3[c:33]4[c:28]([cH:29][cH:30][cH:31][c:32]24)[CH2:27][CH2:26][CH2:25]3)[CH:11]([c:13]2[cH:14][nH:15][c:16]3[cH:17][cH:18][cH:19][cH:20][c:21]23)[CH2:12]1)[CH:50]1[CH2:51][CH2:52][CH2:53]1. Starting materials: 240, FC1=CC=C(C=C1)C(O)(C=1C=NC=CC1)C1CCN(CC1)C (α-(4-fluorophenyl)-α-(1-methyl-4-piperidinyl)-3-pyridinemethanol), Br (hydrobromic acid). The solvent is O (water). The product is 112.5, FC1=CC=C(C=C1)C(C=1C=NC=CC1)=C1CCN(CC1)C (3-[(4-fluorophenyl)(1-methyl-4-piperidinylidene)methyl]pyridine). The yield is 48.0%. RXN SMILES: [F:1][C:2]1[CH:7]=[CH:6][C:5]([C:8]([CH:16]2[CH2:21][CH2:20][N:19]([CH3:22])[CH2:18][CH2:17]2)([C:10]2[CH:11]=[N:12][CH:13]=[CH:14][CH:15]=2)O)=[CH:4][CH:3]=1.Br>O>[F:1][C:2]1[CH:3]=[CH:4][C:5]([C:8](=[C:16]2[CH2:21][CH2:20][N:19]([CH3:22])[CH2:18][CH2:17]2)[C:10]2[CH:11]=[N:12][CH:13]=[CH:14][CH:15]=2)=[CH:6][CH:7]=1. Procedure details: A mixture of 240 parts of α-(4-fluorophenyl)-α-(1-methyl-4-piperidinyl)-3-pyridinemethanol and 900 parts of a hydrobromic acid solution 48% in water was stirred and refluxed for 1 hour. The whole was concentrated to one third of its volume. The concentrate was treated with a sodium hydroxide solution. The product was extracted with 4-methyl-2-pentanone. The extract was dried, filtered and evaporated. The residue was purified by column-chromatography over silica gel using a mixture of trichlorome...